Dataset: the Open Reaction Database (ORD), a public repository of structured organic reaction records. Task: describe an organic reaction: reactants, conditions, products, and yield The reactants are C(C)(C)C=1NC2=CC(=CC=C2C1C=O)OC (2-isopropyl-6-methoxy-1H-indole-3-carbaldehyde), C(C)(C)C=1NC2=CC(=CC=C2C1C=O)OC (2-isopropyl-6-methoxy-1H-indole-3-carbaldehyde), BrCC1=NOC(=C1)C (3-(bromomethyl)-5-methylisoxazole). The product is C(C)(C)C=1N(C2=CC(=CC=C2C1C=O)OC)CC1=NOC(=C1)C (2-Isopropyl-6-methoxy-1-((5-methylisoxazol-3-yl)methyl)-1H-indole-3-carbaldehyde). RXN SMILES: [CH:1]([C:4]1[NH:5][C:6]2[C:11]([C:12]=1[CH:13]=[O:14])=[CH:10][CH:9]=[C:8]([O:15][CH3:16])[CH:7]=2)([CH3:3])[CH3:2].Br[CH2:18][C:19]1[CH:23]=[C:22]([CH3:24])[O:21][N:20]=1>>[CH:1]([C:4]1[N:5]([CH2:18][C:19]2[CH:23]=[C:22]([CH3:24])[O:21][N:20]=2)[C:6]2[C:11]([C:12]=1[CH:13]=[O:14])=[CH:10][CH:9]=[C:8]([O:15][CH3:16])[CH:7]=2)([CH3:3])[CH3:2]. Procedure details: The title compound was prepared from 2-isopropyl-6-methoxy-1H-indole-3-carbaldehyde (Compound 137) and 3-(bromomethyl)-5-methylisoxazole by General Procedure J. The reactants are C1(CCCCC1)N (cyclohexylamine), C(CCCCCCCCCCC)(=O)N[C@@H](C(C)C)C(=O)O (N-lauroyl-L-valine), O.ON1C(CCC1=O)=O (N-hydroxysuccinimide monohydrate), C(Cl)(Cl)Cl (chloroform), 1-ethyl-3-(3-dimethylpropyl)carbodiimide hydrochloride, ice. The solvent is C(C)N(CC)CC (triethylamine), C(C)(=O)OCC (ethyl acetate). Conditions: time 8 hour. Yields the product C1(CCCCC1)NC([C@@H](NC(CCCCCCCCCCC)=O)C(C)C)=O (N-lauroyl-L-valine cyclohexylamide). The yield is 44.0%. Reaction SMILES: [C:1]([NH:14][C@H:15]([C:19]([OH:21])=O)[CH:16]([CH3:18])[CH3:17])(=[O:13])[CH2:2][CH2:3][CH2:4][CH2:5][CH2:6][CH2:7][CH2:8][CH2:9][CH2:10][CH2:11][CH3:12].O.ON1C(=O)CCC1=O.C(Cl)(Cl)Cl.[CH:35]1([NH2:41])[CH2:40][CH2:39][CH2:38][CH2:37][CH2:36]1>C(OCC)(=O)C.C(N(CC)CC)C>[CH:35]1([NH:41][C:19](=[O:21])[C@H:15]([CH:16]([CH3:17])[CH3:18])[NH:14][C:1](=[O:13])[CH2:2][CH2:3][CH2:4][CH2:5][CH2:6][CH2:7][CH2:8][CH2:9][CH2:10][CH2:11][CH3:12])[CH2:40][CH2:39][CH2:38][CH2:37][CH2:36]1 |f:1.2|. Procedure: 61 mg (0.20 mmol) of N-lauroyl-L-valine and 39 mg (0.26 mmol) of N-hydroxysuccinimide monohydrate were dissolved into 3.0 mL of dried chloroform. 50 mg (0.26 mmol) of 1-ethyl-3-(3-dimethylpropyl)carbodiimide hydrochloride was added thereto under argon atmosphere and in the ice bath, and stirred at 0° C. for 3 hours. 35 μL of triethylamine and 35 μL of cyclohexylamine were added thereto and stirred at room temperature overnight. Then, 20 mL of ethyl acetate was added thereto and washed with 25 mL...